Dataset: the Open Reaction Database (ORD), a public repository of structured organic reaction records. Task: describe an organic reaction: reactants, conditions, products, and yield The reactants are O (water), Cl (HCl), CC(C(CNC1=CC(=NN1C1=CC=CC=C1)C(=O)O)=O)(C)C (5-(3,3-Dimethyl-2-oxo-butylamino)-1-phenyl-1H-pyrazole-3-carboxylic acid), C[Mg+].[Br-] (MeMgBr). The solvent is CCOC(=O)C (EtOAc), C1CCOC1 (THF). Conditions: temperature 0 celsius, time 8 hour. Yields the product OC(CNC1=CC(=NN1C1=CC=CC=C1)C(=O)O)(C(C)(C)C)C (5-(2-Hydroxy-2,3,3-trimethyl-butylamino)-1-phenyl-1H-pyrazole-3-carboxylic acid). Yield: 52.2%. Reaction SMILES: [CH3:1][C:2]([CH3:22])([CH3:21])[C:3](=[O:20])[CH2:4][NH:5][C:6]1[N:10]([C:11]2[CH:16]=[CH:15][CH:14]=[CH:13][CH:12]=2)[N:9]=[C:8]([C:17]([OH:19])=[O:18])[CH:7]=1.[CH3:23][Mg+].[Br-].O.Cl>C1COCC1.CCOC(C)=O>[OH:20][C:3]([CH3:23])([C:2]([CH3:22])([CH3:21])[CH3:1])[CH2:4][NH:5][C:6]1[N:10]([C:11]2[CH:12]=[CH:13][CH:14]=[CH:15][CH:16]=2)[N:9]=[C:8]([C:17]([OH:19])=[O:18])[CH:7]=1 |f:1.2|. Procedure details: 200 mg (0.664 mmol) 5-(3,3-Dimethyl-2-oxo-butylamino)-1-phenyl-1H-pyrazole-3-carboxylic acid are dissolved in 10 ml dry THF under argon and cooled to 0° C. in an ice bath. 0.664 mmol (1 eq) of MeMgBr (3.0M solution in Et2O) are added within 5 minutes and the resulting mixture is allowed to reach RT overnight. 20 ml of water and EtOAc are added, then the pH is adjusted to 3-4 by addition of 10% HCl solution and the phases are separated. The organic phase is dried over Na2SO4 and the solvent remov...